The task is: describe an organic reaction: reactants, conditions, products, and yield. This data is from the Open Reaction Database (ORD), a public repository of structured organic reaction records. Reactants: R2OH, C(C=C)(=O)O (acrylic acid), CN(C)CCCN (dimethylaminopropyl amine), aralkyl amine, C(C(=C)C)(=O)O (methacrylic acid), IV, CN(C)NCC(C)(C)C (dimethylaminoneopentyl amine), dialkylaminoalkyl amines, aromatic amine, NC1=CC=CC=C1 (aniline), C=1C=CC=2C=C(C=CC2C1)N (naphthylamine), C(C1=CC=CC=C1)N (benzylamine), alkylene diamine, methyl, butyl esters, alcohols. Yields the product C=CC(=O)NCNC(=O)C=C (bis-acrylamide), bis-methacrylamide. Reaction SMILES: [C:1]([OH:5])(=O)[CH:2]=[CH2:3].[C:6]([OH:11])(=O)[C:7](C)=[CH2:8].CN(CC[CH2:17][NH2:18])C.C[N:20](NCC(C)(C)C)C.NC1C=CC=CC=1.C1C=CC2C=C(N)C=CC=2C=1.C(N)C1C=CC=CC=1>>[CH2:8]=[CH:7][C:6]([NH:20][CH2:17][NH:18][C:1]([CH:2]=[CH2:3])=[O:5])=[O:11]. Procedure details: The methods according to the present invention starting the methyl, ethyl, or butyl esters of acrylic acid or of methacrylic acid (R2 =methyl, ethyl, butyl) are particularly preferred, since they can be carried out on a technical scale and the alcohols which are cleaved in both reactions (R2OH of IV) can be easily removed from the reaction mixture. The embodiment employing primary amines should be particularly mentioned, i.e. wherein R3 represents hydrogen. Further, R4 preferably stands for a su...